This data is from the Open Reaction Database (ORD), a public repository of structured organic reaction records. The task is: describe an organic reaction: reactants, conditions, products, and yield The reactants are CCc1c(-c2ccc(OC)cc2)c2cc(Br)c3cccc1n32, [Li]C(C)(C)C, CCCCC, CN(C)C(=O)c1ccccc1, [Cl-], [NH4+], C1CCOC1. The product is CCc1c(-c2ccc(OC)cc2)c2cc(C(=O)c3ccccc3)c3cccc1n32. RXN SMILES: [Br:1][c:2]1[cH:3][c:4]2[c:5](-[c:15]3[cH:16][cH:17][c:18]([O:21][CH3:22])[cH:19][cH:20]3)[c:6]([CH2:13][CH3:14])[c:7]3[cH:8][cH:9][cH:10][c:11]1[n:12]23.[C:23]([Li:24])([CH3:25])([CH3:26])[CH3:27].[CH3:28][CH2:29][CH2:30][CH2:31][CH3:32].[CH3:33][N:34]([C:35]([c:36]1[cH:37][cH:38][cH:39][cH:40][cH:41]1)=[O:42])[CH3:43].[Cl-:44].[NH4+:45].[O:46]1[CH2:47][CH2:48][CH2:49][CH2:50]1>>[c:2]1([C:35]([c:36]2[cH:37][cH:38][cH:39][cH:40][cH:41]2)=[O:42])[cH:3][c:4]2[c:5](-[c:15]3[cH:16][cH:17][c:18]([O:21][CH3:22])[cH:19][cH:20]3)[c:6]([CH2:13][CH3:14])[c:7]3[cH:8][cH:9][cH:10][c:11]1[n:12]23.